This data is from the Open Reaction Database (ORD), a public repository of structured organic reaction records. The task is: describe an organic reaction: reactants, conditions, products, and yield Starting materials: ClC=1C=C(C=CC1)C(C(C(=O)OCC)CC1=CC=C(C=C1)CC(C)(C)C)=O (ethyl 3-(3-chlorophenyl)-2-(4-neopentylbenzyl)-3-oxopropionate), Cl (hydrochloric acid). The reagents and catalysts are [BH4-].[Zn+2].[BH4-] (zinc borohydride). Run in C(C)OCC (diethyl ether). Run at time 20 minute. Yields the product ClC=1C=C(C=CC1)C(C(C(=O)OCC)CC1=CC=C(C=C1)CC(C)(C)C)O (ethyl (2RS,3RS)-3-(3-chlorophenyl)-3-hydroxy-2-(4-neopentylbenzyl)propionate). RXN SMILES: [Cl:1][C:2]1[CH:3]=[C:4]([C:8](=[O:27])[CH:9]([CH2:15][C:16]2[CH:21]=[CH:20][C:19]([CH2:22][C:23]([CH3:26])([CH3:25])[CH3:24])=[CH:18][CH:17]=2)[C:10]([O:12][CH2:13][CH3:14])=[O:11])[CH:5]=[CH:6][CH:7]=1.Cl>C(OCC)C.[BH4-].[Zn+2].[BH4-]>[Cl:1][C:2]1[CH:3]=[C:4]([CH:8]([OH:27])[CH:9]([CH2:15][C:16]2[CH:17]=[CH:18][C:19]([CH2:22][C:23]([CH3:26])([CH3:25])[CH3:24])=[CH:20][CH:21]=2)[C:10]([O:12][CH2:13][CH3:14])=[O:11])[CH:5]=[CH:6][CH:7]=1 |f:3.4.5|. Procedure: While stirring zinc chloride (3.22 g, 23.6 mmol) in diethyl ether (30 ml), sodium borohydride (1.78 g, 47.2 mmol) was added at room temperature, and the mixture was stirred as it was for 2 hrs. Insoluble material in the mixture was removed by filtration and washed with diethyl ether to give a solution of zinc borohydride in diethyl ether. To the obtained solution was added a solution of ethyl 3-(3-chlorophenyl)-2-(4-neopentylbenzyl)-3-oxopropionate (4.564 g, 11.80 mmol) in diethyl ether (30 ml) ... Starting materials: C([O-])([O-])=O.[K+].[K+] (potassium carbonate), Cl.CNOC (N,O-dimethylhydroxylamine hydrochloride), acid chloride, C(C(=O)Cl)(=O)Cl (Oxalyl chloride), C(CCC=C)(=O)O (pent-4-enoic acid), C(CCC=C)(=O)Cl (pent-4-enoyl chloride), CNOC (N,O-dimethylhydroxylamine). Solvent: O (water), ClCCl (dichloromethane). Conditions: temperature 0 celsius, time 45 hour. The product is CON(C(CCC=C)=O)C (N-methoxy-N-methylpent-4-enamide). RXN SMILES: C(Cl)(=O)C(Cl)=O.[C:7]([OH:13])(=O)[CH2:8][CH2:9][CH:10]=[CH2:11].C(Cl)(=O)CCC=C.[CH3:21][NH:22][O:23][CH3:24].C(=O)([O-])[O-].[K+].[K+].Cl.CNOC>ClCCl.O>[CH3:24][O:23][N:22]([CH3:21])[C:7](=[O:13])[CH2:8][CH2:9][CH:10]=[CH2:11] |f:4.5.6,7.8|. Reported procedure: Oxalyl chloride (25 g) was added dropwise at 0° C. under nitrogen to a stirred solution of pent-4-enoic acid (19 ml) in dichloromethane (400 ml), then the mixture was stirred at 0° C. for 45 minutes and at ambient temperature for 45 hours. The resulting solution of pent-4-enoyl chloride was added dropwise at 0-5° C. over 1.25 hours to a stirred aqueous solution of N,O-dimethylhydroxylamine prepared by addition of potassium carbonate (46.6 g) in portions at 0-5° C. over 30 minutes to a stirred so... The reactants are N1=C(N=CC=C1)OC1=CC=C(C=O)C=C1 (4-(pyrimidin-2-yloxy)benzaldehyde), NC1=C(C(=NN1)NC1=CC(=CC=C1)Cl)C(=O)N (5-amino-3-((3-chlorophenyl)amino)-1H-pyrazole-4-carboxamide), imine, [BH4-].[Na+] (sodium borohydride). The reagents and catalysts are N1CCCCC1 (piperidine). The solvent is CCO (EtOH). The product is ClC=1C=C(C=CC1)NC1=NNC(=C1C(=O)N)NCC1=CC=C(C=C1)OC1=NC=CC=N1 (3-((3-chlorophenyl)amino)-5-((4-(pyrimidin-2-yloxy)benzyl)amino)-1H-pyrazole-4-carboxamide). Yield: 17.9%. Reaction SMILES: [NH2:1][C:2]1[NH:6][N:5]=[C:4]([NH:7][C:8]2[CH:13]=[CH:12][CH:11]=[C:10]([Cl:14])[CH:9]=2)[C:3]=1[C:15]([NH2:17])=[O:16].[N:18]1[CH:23]=[CH:22][CH:21]=[N:20][C:19]=1[O:24][C:25]1[CH:32]=[CH:31][C:28]([CH:29]=O)=[CH:27][CH:26]=1.[BH4-].[Na+]>CCO.N1CCCCC1>[Cl:14][C:10]1[CH:9]=[C:8]([NH:7][C:4]2[C:3]([C:15]([NH2:17])=[O:16])=[C:2]([NH:1][CH2:29][C:28]3[CH:27]=[CH:26][C:25]([O:24][C:19]4[N:18]=[CH:23][CH:22]=[CH:21][N:20]=4)=[CH:32][CH:31]=3)[NH:6][N:5]=2)[CH:13]=[CH:12][CH:11]=1 |f:2.3|. Procedure: 5-amino-3-((3-chlorophenyl)amino)-1H-pyrazole-4-carboxamide (100 mg) was then suspended in EtOH (4 mL) and 4-(pyrimidin-2-yloxy)benzaldehyde (80 mg, 1 eq.) and piperidine (1 drop) were added. Stirred at reflux until intermediate was absent (HPLC). After reaction was complete (18 hrs) it was brought to room temperature and filtered to obtain product as a yellow powder. Powder was washed with EtOH. Product was allowed to dry under vacuum for 1 hr (104 mg, 60% yield). Resulting imine (104 mg) was s... Starting materials: C(C)(C)(C)OC(=O)NC=1C=C(C(=O)OC)C=CC1 (methyl 3-(tert-butoxycarbonylamino)benzoate), O (water), [H-].[Na+] (sodium hydride), C(C1=CC=CC=C1)Br (benzyl bromide). The solvent is CN(C)C=O (DMF). Conditions: time 15 minute. Product: C(C1=CC=CC=C1)N(C=1C=C(C(=O)OC)C=CC1)C(=O)OC(C)(C)C (methyl 3-[benzyl(tert-butoxycarbonyl)amino]benzoate). RXN SMILES: [C:1]([O:5][C:6]([NH:8][C:9]1[CH:10]=[C:11]([CH:16]=[CH:17][CH:18]=1)[C:12]([O:14][CH3:15])=[O:13])=[O:7])([CH3:4])([CH3:3])[CH3:2].[H-].[Na+].[CH2:21](Br)[C:22]1[CH:27]=[CH:26][CH:25]=[CH:24][CH:23]=1.O>CN(C=O)C>[CH2:21]([N:8]([C:6]([O:5][C:1]([CH3:4])([CH3:2])[CH3:3])=[O:7])[C:9]1[CH:10]=[C:11]([CH:16]=[CH:17][CH:18]=1)[C:12]([O:14][CH3:15])=[O:13])[C:22]1[CH:27]=[CH:26][CH:25]=[CH:24][CH:23]=1 |f:1.2|. Procedure details: To a solution of methyl 3-(tert-butoxycarbonylamino)benzoate (1.08 g) described in a document (Bioorg. Med. Chem. 2010, 18, 3175.) in DMF (40 mL) was added sodium hydride (258 mg). The reaction mixture was stirred at room temperature for 15 min, and benzyl bromide (613 μL) was added. The mixture was stirred for 1 hr and water was added. The mixture was extracted with ethyl acetate, and the extract was washed with saturated brine and dried over anhydrous sodium sulfate. The solvent was evaporated... The reactants are C#CCCOS(=O)(=O)c1ccc(C)cc1, CCC(C)=O, ClCCl, [K+], [K+], O=C([O-])[O-], O, c1c[nH]cn1. Yields the product C#CCCn1ccnc1. RXN SMILES: [CH3:1][c:2]1[cH:3][cH:4][c:5]([S:6]([O:7][CH2:12][CH2:13][C:14]#[CH:15])(=[O:8])=[O:9])[cH:10][cH:11]1.[CH3:30][C:31](=[O:32])[CH2:33][CH3:34].[Cl:27][CH2:28][Cl:29].[K+:21].[K+:22].[O-:23][C:24]([O-:25])=[O:26].[OH2:35].[nH:16]1[cH:17][n:18][cH:19][cH:20]1>>[CH2:12]([CH2:13][C:14]#[CH:15])[n:16]1[cH:17][n:18][cH:19][cH:20]1. Reactants: Cl.CN(CCCN=C=NCC)C (1-(3-Dimethylaminopropyl)-3-ethylcarbodiimide hydrochloride), C(=O)(O)C(OC1=CC=C(C(=O)C2=CN(C3=CC=CC=C23)CCCC(=O)OCC)C=C1)C1=CC=C(C=C1)CC(C)C (ethyl 4-[3-[4-[(carboxy)(4-isobutylphenyl)methoxy]benzoyl]-indol-1-yl]butyrate), C(C(C)C)C1=CC=C(N)C=C1 (4-isobutylaniline), ON1N=NC2=C1C=CC=C2 (1-hydroxybenzotriazole). The solvent is ClCCl (dichloromethane). Run at temperature 25 celsius, time 4 hour. Yields the product C(C(C)C)C1=CC=C(C=C1)C(OC1=CC=C(C(=O)C2=CN(C3=CC=CC=C23)CCCC(=O)OCC)C=C1)C(NC1=CC=C(C=C1)CC(C)C)=O (ethyl 4-[3-[4-[(4-isobutylphenyl)[(4-isobutylphenyl)carbamoyl]methoxy]benzoyl]indol-1-yl]butyrate). The yield is 97.7%. Reaction SMILES: Cl.CN(C)CCCN=C=NCC.[C:13]([CH:16]([C:43]1[CH:48]=[CH:47][C:46]([CH2:49][CH:50]([CH3:52])[CH3:51])=[CH:45][CH:44]=1)[O:17][C:18]1[CH:42]=[CH:41][C:21]([C:22]([C:24]2[C:32]3[C:27](=[CH:28][CH:29]=[CH:30][CH:31]=3)[N:26]([CH2:33][CH2:34][CH2:35][C:36]([O:38][CH2:39][CH3:40])=[O:37])[CH:25]=2)=[O:23])=[CH:20][CH:19]=1)([OH:15])=O.[CH2:53]([C:57]1[CH:63]=[CH:62][C:60]([NH2:61])=[CH:59][CH:58]=1)[CH:54]([CH3:56])[CH3:55].ON1C2C=CC=CC=2N=N1>ClCCl>[CH2:49]([C:46]1[CH:47]=[CH:48][C:43]([CH:16]([C:13](=[O:15])[NH:61][C:60]2[CH:62]=[CH:63][C:57]([CH2:53][CH:54]([CH3:56])[CH3:55])=[CH:58][CH:59]=2)[O:17][C:18]2[CH:19]=[CH:20][C:21]([C:22]([C:24]3[C:32]4[C:27](=[CH:28][CH:29]=[CH:30][CH:31]=4)[N:26]([CH2:33][CH2:34][CH2:35][C:36]([O:38][CH2:39][CH3:40])=[O:37])[CH:25]=3)=[O:23])=[CH:41][CH:42]=2)=[CH:44][CH:45]=1)[CH:50]([CH3:51])[CH3:52] |f:0.1|. Procedure: 1-(3-Dimethylaminopropyl)-3-ethylcarbodiimide hydrochloride (30 mg) was added to a mixture of ethyl 4-[3-[4-[(carboxy)(4-isobutylphenyl)methoxy]benzoyl]-indol-1-yl]butyrate (70 mg), 4-isobutylaniline (20 mg) and 1-hydroxybenzotriazole (20 mg) in dichloromethane (3 ml). After stirred at 25° C. for 4 hours, the mixture was partitioned between ethyl acetate and 1N hydrochloric acid. The organic layer was separated, washed with water and brine, and dried over magnesium sulfate. After evaporation of ...